Dataset: the Open Reaction Database (ORD), a public repository of structured organic reaction records. Task: describe an organic reaction: reactants, conditions, products, and yield The reactants are ClC1=C(C=CC=C1)C1CC2=C(C(=CS2)C)C(C1)=O (6-(2-chlorophenyl)-3-methyl-4,5,6,7-tetrahydrobenzothiophene-4-one), C(=N)(N)NN.Cl (aminoguanidine hydrochloride), Cl (hydrochloric acid), O (water). Run in C(C)O (ethanol). Product: Cl.ClC1=C(C=CC=C1)C1CC2=C(C(=CS2)C)C(C1)=NNC(=N)N (6-(2-chlorophenyl)-4-guanidinoimino-3-methyl-4,5,6,7-tetrahydrobenzothiophene hydrochloride). Yield: 171.3%. Reaction SMILES: [Cl:1][C:2]1[CH:7]=[CH:6][CH:5]=[CH:4][C:3]=1[CH:8]1[CH2:17][C:16](=O)[C:11]2[C:12]([CH3:15])=[CH:13][S:14][C:10]=2[CH2:9]1.[C:19]([NH:22][NH2:23])([NH2:21])=[NH:20].Cl.Cl.O>C(O)C>[ClH:1].[Cl:1][C:2]1[CH:7]=[CH:6][CH:5]=[CH:4][C:3]=1[CH:8]1[CH2:17][C:16](=[N:23][NH:22][C:19]([NH2:21])=[NH:20])[C:11]2[C:12]([CH3:15])=[CH:13][S:14][C:10]=2[CH2:9]1 |f:1.2,6.7|. Procedure: A mixture of 6-(2-chlorophenyl)-3-methyl-4,5,6,7-tetrahydrobenzothiophene-4-one (0.07 g), aminoguanidine hydrochloride (0.034 g), concentrated hydrochloric acid (0.063 ml), water (0.063 ml) and ethanol (10 ml) was refluxed for 4 hours. Under reduced pressure, the solvent was evaporated, and the residue was recrystallized from ethanol to give 6-(2-chlorophenyl)-4-guanidinoimino-3-methyl-4,5,6,7-tetrahydrobenzothiophene hydrochloride (Compound 117) (80 mg) as colorless crystals. Reactants: O=c1[nH]c(=O)c2c(Br)cccc2[nH]1, [Pd]. The product is O=c1[nH]c(=O)c2ccccc2[nH]1. RXN SMILES: [Br:1][c:2]1[c:3]2[c:4](=[O:13])[nH:5][c:6](=[O:12])[nH:7][c:8]2[cH:9][cH:10][cH:11]1.[Pd:14]>>[cH:2]1[c:3]2[c:4](=[O:13])[nH:5][c:6](=[O:12])[nH:7][c:8]2[cH:9][cH:10][cH:11]1. Reactants: CO, COC(=O)c1ccc2cc(-c3ccc(OCc4c(CCc5c(Cl)cccc5Cl)noc4C(C)C)cc3)ccc2c1, [Na+], C1CCOC1, [OH-]. Product: CC(C)c1onc(CCc2c(Cl)cccc2Cl)c1COc1ccc(-c2ccc3cc(C(=O)O)ccc3c2)cc1. As a reaction SMILES: [CH3:41][OH:42].[Cl:1][c:2]1[c:3]([CH2:9][CH2:10][c:11]2[n:12][o:13][c:14]([CH:38]([CH3:39])[CH3:40])[c:15]2[CH2:16][O:17][c:18]2[cH:19][cH:20][c:21](-[c:24]3[cH:25][c:26]4[cH:27][cH:28][c:29]([C:34](=[O:35])[O:36][CH3:37])[cH:30][c:31]4[cH:32][cH:33]3)[cH:22][cH:23]2)[c:4]([Cl:8])[cH:5][cH:6][cH:7]1.[Na+:44].[O:45]1[CH2:46][CH2:47][CH2:48][CH2:49]1.[OH-:43]>>[Cl:1][c:2]1[c:3]([CH2:9][CH2:10][c:11]2[n:12][o:13][c:14]([CH:38]([CH3:39])[CH3:40])[c:15]2[CH2:16][O:17][c:18]2[cH:19][cH:20][c:21](-[c:24]3[cH:25][c:26]4[cH:27][cH:28][c:29]([C:34](=[O:35])[OH:36])[cH:30][c:31]4[cH:32][cH:33]3)[cH:22][cH:23]2)[c:4]([Cl:8])[cH:5][cH:6][cH:7]1.